From a dataset of the Open Reaction Database (ORD), a public repository of structured organic reaction records. describe an organic reaction: reactants, conditions, products, and yield Starting materials: CCCCN1N=C(c2cc(Cl)cc(Cl)c2)N(C(=O)OCCl)CC1=O, CC(C)=O, [I-], [Na+]. The product is CCCCN1N=C(c2cc(Cl)cc(Cl)c2)N(C(=O)OCI)CC1=O. Reaction SMILES: [CH2:1]([CH2:2][CH2:3][CH3:4])[N:5]1[N:6]=[C:7]([c:17]2[cH:18][c:19]([Cl:24])[cH:20][c:21]([Cl:23])[cH:22]2)[N:8]([C:12](=[O:13])[O:14][CH2:15][Cl:16])[CH2:9][C:10]1=[O:11].[CH3:27][C:28](=[O:29])[CH3:30].[I-:26].[Na+:25]>>[CH2:1]([CH2:2][CH2:3][CH3:4])[N:5]1[N:6]=[C:7]([c:17]2[cH:18][c:19]([Cl:24])[cH:20][c:21]([Cl:23])[cH:22]2)[N:8]([C:12](=[O:13])[O:14][CH2:15][I:26])[CH2:9][C:10]1=[O:11]. The reactants are OC(=O)C(F)(F)F.N[C@H]1[C@@H](CCC1)O ((1R,2R)-2-aminocyclopentanol TFA salt), TEA, ClC=1C=CC(=NC1)[C@](CC1=CC=CC=C1)(C1=CC(=CC(=C1)OC(C(F)F)(F)F)F)NC(OC1=CC=C(C=C1)[N+](=O)[O-])=O ((S)-4-nitrophenyl 1-(5-chloropyridin-2-yl)-1-(3-fluoro-5-(1,1,2,2-tetrafluoroethoxy)phenyl)-2-phenylethylcarbamate). Solvent: C(Cl)Cl (DCM). Run at time 18 hour. Product: ClC=1C=CC(=NC1)[C@](CC1=CC=CC=C1)(C1=CC(=CC(=C1)OC(C(F)F)(F)F)F)NC(=O)N[C@H]1[C@@H](CCC1)O (1-((S)-1-(5-chloropyridin-2-yl)-1-(3-fluoro-5-(1,1,2,2-tetrafluoroethoxy)phenyl)-2-phenylethyl)-3-((1R,2R)-2-hydroxycyclopentyl)urea). Isolated yield 71.5%. As a reaction SMILES: OC(C(F)(F)F)=O.[NH2:8][C@@H:9]1[CH2:13][CH2:12][CH2:11][C@H:10]1[OH:14].[Cl:15][C:16]1[CH:17]=[CH:18][C:19]([C@@:22]([NH:44][C:45](=O)[O:46]C2C=CC([N+]([O-])=O)=CC=2)([C:30]2[CH:35]=[C:34]([O:36][C:37]([F:42])([F:41])[CH:38]([F:40])[F:39])[CH:33]=[C:32]([F:43])[CH:31]=2)[CH2:23][C:24]2[CH:29]=[CH:28][CH:27]=[CH:26][CH:25]=2)=[N:20][CH:21]=1>C(Cl)Cl>[Cl:15][C:16]1[CH:17]=[CH:18][C:19]([C@@:22]([NH:44][C:45]([NH:8][C@@H:9]2[CH2:13][CH2:12][CH2:11][C@H:10]2[OH:14])=[O:46])([C:30]2[CH:35]=[C:34]([O:36][C:37]([F:42])([F:41])[CH:38]([F:40])[F:39])[CH:33]=[C:32]([F:43])[CH:31]=2)[CH2:23][C:24]2[CH:29]=[CH:28][CH:27]=[CH:26][CH:25]=2)=[N:20][CH:21]=1 |f:0.1|. Procedure details: (1R,2R)-2-aminocyclopentanol TFA salt (107 mg, 0.50 mmol) in DCM (2 mL) was added TEA (140 μL, 1.0 mmol), followed by the addition of crude (S)-4-nitrophenyl 1-(5-chloropyridin-2-yl)-1-(3-fluoro-5-(1,1,2,2-tetrafluoroethoxy)phenyl)-2-phenylethylcarbamate (162 mg, 0.27 mmol). The reaction mixture was stirred at room temperature for 18 h, concentrated and purified by ISCO chromatography (12 g column) using hexanes/EtOAc (0-60%) over 30 min to give 1-((S)-1-(5-chloropyridin-2-yl)-1-(3-fluoro-5-(1,1... Reaction conditions: time 3 hour. As a reaction SMILES: COC(OC)[CH2:4][C@H:5]1[CH2:16][CH2:15][C:14]2[S:13][C:12]3[N:11]=[CH:10][N:9]=[C:8]([O:17][CH:18]4[CH2:23][CH2:22][CH:21]([N:24]([CH3:32])C(=O)OC(C)(C)C)[CH2:20][CH2:19]4)[C:7]=3[C:6]1=2.[Si]([C:39]#[N:40])(C)(C)C.B(F)(F)F.C[CH2:46][O:47][CH2:48]C>C(Cl)Cl>[CH3:46][O:47][CH:48]([CH2:4][C@H:5]1[CH2:16][CH2:15][C:14]2[S:13][C:12]3[N:11]=[CH:10][N:9]=[C:8]([O:17][CH:18]4[CH2:23][CH2:22][CH:21]([NH:24][CH3:32])[CH2:20][CH2:19]4)[C:7]=3[C:6]1=2)[C:39]#[N:40] |f:2.3|. Procedure: Into a 100-mL 3-necked round-bottom flask was placed a solution of tert-butyl N-(4-[[(3R)-3-(2,2-dimethoxyethyl)-7-thia-9,11-diazatricyclo[6.4.0.0[2,6]]dodeca-1(8),2(6),9,11-tetraen-12-yl]oxy]cyclohexyl)-N-methylcarbamate (470 mg, 0.96 mmol, 1.00 equiv) in distilled DCM (15 mL). TMSCN (474 mg) and BF3.Et2O (15 mg) were added via syringe under nitrogen at 0° C. The resulting solution was stirred for 3 hr in a water/ice bath. After completion, the reaction was quenched with saturated aqueous NaHCO... Product: COC(C#N)C[C@@H]1C=2C=3C(=NC=NC3SC2CC1)OC1CCC(CC1)NC (2-methoxy-3-[(3R)-12-[[4-(methylamino)cyclohexyl]oxy]-7-thia-9,11-diazatricyclo[6.4.0.0[2,6]]dodeca-1(8),2(6),9,11-tetraen-3-yl]propanenitrile). Reactants: COC(C[C@@H]1C=2C=3C(=NC=NC3SC2CC1)OC1CCC(CC1)N(C(OC(C)(C)C)=O)C)OC (tert-butyl N-(4-[[(3R)-3-(2,2-dimethoxyethyl)-7-thia-9,11-diazatricyclo[6.4.0.0[2,6]]dodeca-1(8),2(6),9,11-tetraen-12-yl]oxy]cyclohexyl)-N-methylcarbamate), [Si](C)(C)(C)C#N (TMSCN), B(F)(F)F.CCOCC (BF3.Et2O). Solvent: C(Cl)Cl (DCM). Isolated yield 979.2%. The reactants are Cl (hydrochloric acid), C(CCC)[Li] (n-butyllithium), BrC=1C=C(C=C(C1)Br)C(OC)OC (3,5-dibromo(dimethoxymethyl)benzene), B(OC(C)C)(OC(C)C)OC(C)C (triisopropyl borate). Solvent: CCOCC (ether). Run at time 8 minute. The product is BrC=1C=C(C=C(C1)C=O)B(O)O (3-Bromo-5-formyl-phenylboronic acid). As a reaction SMILES: C([Li])CCC.[Br:6][C:7]1[CH:8]=[C:9]([CH:14]([O:17]C)OC)[CH:10]=[C:11](Br)[CH:12]=1.[B:19](OC(C)C)([O:24]C(C)C)[O:20]C(C)C.Cl>CCOCC>[Br:6][C:7]1[CH:12]=[C:11]([B:19]([OH:24])[OH:20])[CH:10]=[C:9]([CH:14]=[O:17])[CH:8]=1. Procedure details: 4.2 mL (10.5 mmoles) of 2.5 m n-butyllithium was added to a solution of 3.1 g (10.5 mmoles) of 3,5-dibromo(dimethoxymethyl)benzene in 50 mL of ether at -78° under nitrogen over a period of 2 minutes. The reaction mixture was stirred 8 minutes and 2.415 mL (10.5 mmoles) of triisopropyl borate was added. The reaction was stirred 5.5 hrs at room temperature after cooling to 0°, 21 mL of 2N hydrochloric acid was added. After stirring 1 hour at room temperature, ether layer was separated and washed w... Reactants: C1(C=2C(C(N1)=O)=CC=CC2)=O.[K] (potassium phthalimide), C(C)OC(=O)Cl (ethylchloroformate). Yields the product C(C)OC(=O)N1C(C=2C(C1=O)=CC=CC2)=O (N-ethoxycarbonyl phthalimide). RXN SMILES: [C:1]1(=[O:11])[NH:5][C:4](=[O:6])[C:3]2=[CH:7][CH:8]=[CH:9][CH:10]=[C:2]12.[K].[CH2:13]([O:15][C:16](Cl)=[O:17])[CH3:14]>>[CH2:13]([O:15][C:16]([N:5]1[C:1](=[O:11])[C:2]2=[CH:10][CH:9]=[CH:8][CH:7]=[C:3]2[C:4]1=[O:6])=[O:17])[CH3:14] |f:0.1,^1:11|. Procedure details: A suspension comprisng 25 millimoles of potassium phthalimide and 20 ml ethylchloroformate is refluxed for approximately 31/2 hours. Insolubles are removed by hot acetone treatment in the manner described in preparation B. Upon completion of the acetone treatment and removal of mother liquor the product is combined and recrystallized from ethanol. Further recrystallizaton from a mixture of ethylchloroformate and ether yields a white product having a melting point of 89.5° - 90.5°C. Reaction conditions: temperature 50 celsius, time 1 hour. Reported procedure: To a 2 ml methanol solution of 127 mg (0.298 mmol) of the compound obtained in Example 40, 372 μl (0.372 mmol) of 1M sodium hydroxide was added, and the mixture was stirred at 50° C. for 1 hour. The reaction mixture was returned to room temperature, and diluted with 5 ml of water. Then, 0.4 ml of 1M hydrochloric acid was slowly added. Precipitated solids were collected by filtration to obtain 85 mg (69%) of the captioned compound. Yields the product C1(CCCCC1)C1=NN(C=2N=C(NC(C21)=O)C2=C(C=C(OCC(=O)O)C=C2)OC)C ([4-(3-cyclohexyl-1-methyl-4-oxo-4,5-dihydro-1H-pyrazolo[3,4-d]pyrimidin-6-yl)-3-methoxyphenoxy]acetic acid). As a reaction SMILES: CO.[CH:3]1([C:9]2[C:17]3[C:16](=[O:18])[NH:15][C:14]([C:19]4[CH:30]=[CH:29][C:22]([O:23][CH2:24][C:25]([O:27]C)=[O:26])=[CH:21][C:20]=4[O:31][CH3:32])=[N:13][C:12]=3[N:11]([CH3:33])[N:10]=2)[CH2:8][CH2:7][CH2:6][CH2:5][CH2:4]1.[OH-].[Na+].Cl>O>[CH:3]1([C:9]2[C:17]3[C:16](=[O:18])[NH:15][C:14]([C:19]4[CH:30]=[CH:29][C:22]([O:23][CH2:24][C:25]([OH:27])=[O:26])=[CH:21][C:20]=4[O:31][CH3:32])=[N:13][C:12]=3[N:11]([CH3:33])[N:10]=2)[CH2:4][CH2:5][CH2:6][CH2:7][CH2:8]1 |f:2.3|. The reactants are CO (methanol), C1(CCCCC1)C1=NN(C=2N=C(NC(C21)=O)C2=C(C=C(OCC(=O)OC)C=C2)OC)C (Methyl [4-(3-cyclohexyl-1-methyl-4-oxo-4,5-dihydro-1H-pyrazolo[3,4-d]pyrimidin-6-yl)-3-methoxyphenoxy]acetate), [OH-].[Na+] (sodium hydroxide), Cl (hydrochloric acid). Solvent: O (water). Isolated yield 69.2%. The reactants are C1CCOC1, COc1ccc(O)cc1, CC(O)CC(C)O, CC(C)OC(=O)N=NC(=O)OC(C)C, O, c1ccc(P(c2ccccc2)c2ccccc2)cc1, Cc1ccccc1. Product: COc1ccc(OC(C)CC(C)O)cc1. As a reaction SMILES: [CH2:57]1[O:58][CH2:59][CH2:60][CH2:61]1.[CH3:1][O:2][c:3]1[cH:4][cH:5][c:6]([OH:9])[cH:7][cH:8]1.[CH3:29][CH:30]([CH2:31][CH:32]([CH3:33])[OH:34])[OH:35].[CH:43]([O:44][C:45]([N:46]=[N:47][C:48]([O:49][CH:50]([CH3:51])[CH3:52])=[O:53])=[O:54])([CH3:55])[CH3:56].[OH2:62].[c:10]1([P:11]([c:12]2[cH:13][cH:14][cH:15][cH:16][cH:17]2)[c:18]2[cH:19][cH:20][cH:21][cH:22][cH:23]2)[cH:24][cH:25][cH:26][cH:27][cH:28]1.[c:36]1([CH3:37])[cH:38][cH:39][cH:40][cH:41][cH:42]1>>[CH3:1][O:2][c:3]1[cH:4][cH:5][c:6]([O:9][CH:30]([CH3:29])[CH2:31][CH:32]([CH3:33])[OH:34])[cH:7][cH:8]1. Starting materials: COC1(CCOCC1)C=1N=C(SC1)SC1=CC=C(C=C1)C(C)=O (4'-[4-(4-methoxytetrahydropyran-4-yl)thiazol-2-ylthio]acetophenone), Cl.NO (hydroxylamine hydrochloride). Yields the product COC1(CCOCC1)C=1N=C(SC1)SC1=CC=C(C=C1)/C(/C)=N/O ((E)-4'-[4-(4-methoxytetrahydropyran-4-yl)thiazol-2-ylthio]acetophenone oxime). Isolated yield 90.0%. As a reaction SMILES: [CH3:1][O:2][C:3]1([C:9]2[N:10]=[C:11]([S:14][C:15]3[CH:20]=[CH:19][C:18]([C:21](=O)[CH3:22])=[CH:17][CH:16]=3)[S:12][CH:13]=2)[CH2:8][CH2:7][O:6][CH2:5][CH2:4]1.Cl.[NH2:25][OH:26]>>[CH3:1][O:2][C:3]1([C:9]2[N:10]=[C:11]([S:14][C:15]3[CH:20]=[CH:19][C:18](/[C:21](=[N:25]/[OH:26])/[CH3:22])=[CH:17][CH:16]=3)[S:12][CH:13]=2)[CH2:8][CH2:7][O:6][CH2:5][CH2:4]1 |f:1.2|. Procedure: Using an analogous procedure to that described in Example 15, 4'-[4-(4-methoxytetrahydropyran-4-yl)thiazol-2-ylthio]acetophenone was reacted with hydroxylamine hydrochloride to give (E)-4'-[4-(4-methoxytetrahydropyran-4-yl)thiazol-2-ylthio]acetophenone oxime in 90% yield, m.p. 146° C.; The reactants are Clc1nsnc1C12CN3CC1C2C3, [Na], CN(C)C=O, S. Product: Sc1nsnc1C12CN3CC1C2C3. RXN SMILES: [Cl:1][c:2]1[n:3][s:4][n:5][c:6]1[C:7]12[CH:8]3[CH2:9][N:10]([CH2:11][CH:12]13)[CH2:13]2.[Na:15].[O:16]=[CH:17][N:18]([CH3:19])[CH3:20].[SH2:14]>>[c:2]1([SH:14])[n:3][s:4][n:5][c:6]1[C:7]12[CH:8]3[CH2:9][N:10]([CH2:11][CH:12]13)[CH2:13]2. Starting materials: CC(C)(C)[O-], COc1cc(O)cc(OC)c1OC, CCOC(=O)C(Cl)C(C)=O, [K+], CN(C)C=O, O. Yields the product CCOC(=O)C(Oc1cc(OC)c(OC)c(OC)c1)C(C)=O. Reaction SMILES: [CH3:14][C:15]([CH3:16])([O-:17])[CH3:18].[CH3:1][O:2][c:3]1[cH:4][c:5]([OH:6])[cH:7][c:8]([O:9][CH3:10])[c:11]1[O:12][CH3:13].[Cl:20][CH:21]([C:22](=[O:23])[O:24][CH2:25][CH3:26])[C:27](=[O:28])[CH3:29].[K+:19].[O:31]=[CH:32][N:33]([CH3:34])[CH3:35].[OH2:30]>>[CH3:1][O:2][c:3]1[cH:4][c:5]([O:6][CH:21]([C:22](=[O:23])[O:24][CH2:25][CH3:26])[C:27](=[O:28])[CH3:29])[cH:7][c:8]([O:9][CH3:10])[c:11]1[O:12][CH3:13].